From a dataset of the Open Reaction Database (ORD), a public repository of structured organic reaction records. describe an organic reaction: reactants, conditions, products, and yield The reactants are CN, CCOC(=O)c1cn(C)c2cc(Cl)ccc2c1=O. The product is CNC(=O)c1cn(C)c2cc(Cl)ccc2c1=O. Reaction SMILES: [CH3:19][NH2:20].[Cl:1][c:2]1[cH:3][cH:4][c:5]2[c:6](=[O:18])[c:7]([C:13](=[O:14])[O:15][CH2:16][CH3:17])[cH:8][n:9]([CH3:12])[c:10]2[cH:11]1>>[Cl:1][c:2]1[cH:3][cH:4][c:5]2[c:6](=[O:18])[c:7]([C:13](=[O:14])[NH:20][CH3:19])[cH:8][n:9]([CH3:12])[c:10]2[cH:11]1. Reactants: FC1=CC=C(C(=O)C2=CC=C(CBr)C=C2)C=C1 (4-(4-fluorobenzoyl)benzyl bromide), CN1N=CC2=C(C1=O)C=CN2 (5-methyl-1H-pyrrolo[2,3-d]pyridazin-4(5H)-one), [H-].[Na+] (sodium hydride), O (water). Solvent: CN(C)C=O (DMF), CN(C)C=O (DMF), CN(C)C=O (DMF). Reaction conditions: time 1 hour. The product is FC1=CC=C(C(=O)C2=CC=C(CN3C=CC4=C3C=NN(C4=O)C)C=C2)C=C1 (1-[4-(4-Fluorobenzoyl)benzyl]-5-methyl-1H-pyrrolo-[2,3-d]pyridazin-4(5H)-one). The yield is 68.1%. RXN SMILES: [CH3:1][N:2]1[C:7](=[O:8])[C:6]2[CH:9]=[CH:10][NH:11][C:5]=2[CH:4]=[N:3]1.[H-].[Na+].[F:14][C:15]1[CH:30]=[CH:29][C:18]([C:19]([C:21]2[CH:28]=[CH:27][C:24]([CH2:25]Br)=[CH:23][CH:22]=2)=[O:20])=[CH:17][CH:16]=1.O>CN(C=O)C>[F:14][C:15]1[CH:16]=[CH:17][C:18]([C:19]([C:21]2[CH:28]=[CH:27][C:24]([CH2:25][N:11]3[C:5]4[CH:4]=[N:3][N:2]([CH3:1])[C:7](=[O:8])[C:6]=4[CH:9]=[CH:10]3)=[CH:23][CH:22]=2)=[O:20])=[CH:29][CH:30]=1 |f:1.2|. Reported procedure: A solution of 5-methyl-1H-pyrrolo[2,3-d]pyridazin-4(5H)-one (373 mg) in DMF (10 ml) was dripped into a suspension of 60% sodium hydride-oil (120 mg) in DMF (10 ml) on an ice-water bath. The mixture was stirred at room temperature for 1 hour, after which a solution of 4-(4-fluorobenzoyl)benzyl bromide (806 mg) in DMF (20 ml) was added and the mixture was further stirred at room temperature for 13 hours. The reaction was stopped by adding water and the reaction mixture was extracted with ethyl ace... Reactants: N1=CC=C(C=C1)NC(C1=C(C=C(C=C1)CNC(=O)OC(C)(C)C)OCC1=CC=CC=C1)=O (N-(4-Pyridyl)-2-benzyloxy-4-tert-butoxycarbonylaminomethylbenzamide), CN1C(N(CC1)C)=O (dimethylimidazolidinone), [H][H] (hydrogen). The reagents and catalysts are [C+4].[OH-].[Pd+2].[OH-].[OH-].[OH-].[OH-].[OH-] (palladium hydroxide carbon). Run in C(C)O (ethanol). The product is N1=CC=C(C=C1)NC(C1=C(C=C(C=C1)CNC(=O)OC(C)(C)C)O)=O (N-(4-pyridyl)-4-tert-butoxycarbonylaminomethyl-2-hydroxybenzamide). Isolated yield 69.1%. RXN SMILES: [N:1]1[CH:6]=[CH:5][C:4]([NH:7][C:8](=[O:32])[C:9]2[CH:14]=[CH:13][C:12]([CH2:15][NH:16][C:17]([O:19][C:20]([CH3:23])([CH3:22])[CH3:21])=[O:18])=[CH:11][C:10]=2[O:24]CC2C=CC=CC=2)=[CH:3][CH:2]=1.CN1CCN(C)C1=O.[H][H]>[C+4].[OH-].[Pd+2].[OH-].[OH-].[OH-].[OH-].[OH-].C(O)C>[N:1]1[CH:6]=[CH:5][C:4]([NH:7][C:8](=[O:32])[C:9]2[CH:14]=[CH:13][C:12]([CH2:15][NH:16][C:17]([O:19][C:20]([CH3:21])([CH3:22])[CH3:23])=[O:18])=[CH:11][C:10]=2[OH:24])=[CH:3][CH:2]=1 |f:3.4.5.6.7.8.9.10|. Procedure: N-(4-Pyridyl)-2-benzyloxy-4-tert-butoxycarbonylaminomethylbenzamide (3.38 g) was subjected to catalytic reduction using 10% palladium hydroxide carbon (1 g) in a solution of ethanol (10 ml) and dimethylimidazolidinone (70 ml) in a stream of hydrogen. After the reaction, the catalyst was removed by filtration, and the mixture was concentrated under reduced pressure to give 1.85 g of N-(4-pyridyl)-4-tert-butoxycarbonylaminomethyl-2-hydroxybenzamide. Starting materials: CC1(CCCCl)OCCO1, CN(C)C=O, CCN(C(C)C)C(C)C, O=C(c1cc(C(F)(F)F)cc(C(F)(F)F)c1)N1CCNCC1Cc1c[nH]c2ccccc12, O. Yields the product CC1(CCCN2CCN(C(=O)c3cc(C(F)(F)F)cc(C(F)(F)F)c3)C(Cc3c[nH]c4ccccc34)C2)OCCO1. As a reaction SMILES: [CH2:1]1[CH2:2][O:3][C:4]([CH3:5])([CH2:6][CH2:7][CH2:8][Cl:9])[O:10]1.[CH3:52][N:53]([CH3:54])[CH:55]=[O:56].[CH:43]([N:44]([CH:45]([CH3:46])[CH3:47])[CH2:48][CH3:49])([CH3:50])[CH3:51].[F:11][C:12]([c:13]1[cH:14][c:15]([C:16](=[O:17])[N:18]2[CH:19]([CH2:24][c:25]3[cH:26][nH:27][c:28]4[cH:29][cH:30][cH:31][cH:32][c:33]34)[CH2:20][NH:21][CH2:22][CH2:23]2)[cH:34][c:35]([C:37]([F:38])([F:39])[F:40])[cH:36]1)([F:41])[F:42].[OH2:57]>>[CH2:1]1[CH2:2][O:3][C:4]([CH3:5])([CH2:6][CH2:7][CH2:8][N:21]2[CH2:20][CH:19]([CH2:24][c:25]3[cH:26][nH:27][c:28]4[cH:29][cH:30][cH:31][cH:32][c:33]34)[N:18]([C:16]([c:15]3[cH:14][c:13]([C:12]([F:11])([F:41])[F:42])[cH:36][c:35]([C:37]([F:38])([F:39])[F:40])[cH:34]3)=[O:17])[CH2:23][CH2:22]2)[O:10]1. The reactants are C1CCOC1 (THF), C(C=C)(=O)O (acrylic acid), C(C=C)(=O)OCO (hydroxymethyl acrylate), C(C=C)(=O)OC (methyl acrylate). Run in C(C)C(C)(CC)OC(C)(CC)CC (diethylethyl ether). Reported procedure: To 20 g of THF were added 8 g of acrylic acid, 1 g of hydroxymethyl acrylate, 1 g of methyl acrylate, and 0.1 g of AIBN. The resulting mixture was reacted at 67° C. for 3 hours. After reaction, the resulting solution was dropped in diethylethyl ether, thereby obtaining 9.6 g of a photoresist polymer of Formula (Va). As a reaction SMILES: C1COCC1.[C:6]([OH:10])(=[O:9])[CH:7]=[CH2:8].[C:11]([O:15][CH2:16][OH:17])(=[O:14])[CH:12]=[CH2:13].[C:18]([O:22][CH3:23])(=[O:21])[CH:19]=[CH2:20]>C(C(OC(CC)(CC)C)(CC)C)C.CC(N=NC(C#N)(C)C)(C#N)C>[C:6]([OH:10])(=[O:9])[CH:7]=[CH2:8].[C:11]([O:15][CH2:16][OH:17])(=[O:14])[CH:12]=[CH2:13].[C:18]([O:22][CH3:23])(=[O:21])[CH:19]=[CH2:20] |f:6.7.8|. Reagents/catalysts: CC(C)(C#N)N=NC(C)(C)C#N (AIBN). The yield is 376.6%. The product is C(C=C)(=O)O.C(C=C)(=O)OCO.C(C=C)(=O)OC (acrylic acid hydroxymethyl acrylate methyl acrylate). Starting materials: C(Cl)(Cl)Cl.CO (chloroform methanol), N1(CCCCC1)CC=1C=C(C=CC1)O (3-(piperidinomethyl)phenol), ClCC#N (chloroacetonitrile), C([O-])([O-])=O.[K+].[K+] (potassium carbonate). Run in CC(=O)C (acetone). Yields the product N1(CCCCC1)CC=1C=C(OCC#N)C=CC1 (3-(piperidinomethyl)phenoxyacetonitrile). Yield: 66.4%. RXN SMILES: [N:1]1([CH2:7][C:8]2[CH:9]=[C:10]([OH:14])[CH:11]=[CH:12][CH:13]=2)[CH2:6][CH2:5][CH2:4][CH2:3][CH2:2]1.Cl[CH2:16][C:17]#[N:18].C(=O)([O-])[O-].[K+].[K+].C(Cl)(Cl)Cl.CO>CC(C)=O>[N:1]1([CH2:7][C:8]2[CH:9]=[C:10]([CH:11]=[CH:12][CH:13]=2)[O:14][CH2:16][C:17]#[N:18])[CH2:6][CH2:5][CH2:4][CH2:3][CH2:2]1 |f:2.3.4,5.6|. Reported procedure: A mixture of 3-(piperidinomethyl)phenol (7 g), chloroacetonitrile (2.77 g) and potassium carbonate (5.06 g) in dry acetone (100 ml) was stirred under reflux overnight. The reaction mixture was filtered and the filtrate was evaporated to give a residue which was subjected to column chromatography on silica using chloroform:methanol (20:1) as eluant to afford 3-(piperidinomethyl)phenoxyacetonitrile (5.6 g). Starting materials: CC(=O)c1c(C#N)nn(-c2c(Cl)cc(C(F)(F)F)cc2Cl)c1N, CC(C)(C)ON=O, C1CCOC1. The product is CC(=O)c1cn(-c2c(Cl)cc(C(F)(F)F)cc2Cl)nc1C#N. As a reaction SMILES: [C:1]([CH3:2])(=[O:3])[c:4]1[c:5]([C:22]#[N:23])[n:6][n:7](-[c:10]2[c:11]([Cl:21])[cH:12][c:13]([C:17]([F:18])([F:19])[F:20])[cH:14][c:15]2[Cl:16])[c:8]1[NH2:9].[C:24]([O:25][N:26]=[O:27])([CH3:28])([CH3:29])[CH3:30].[O:31]1[CH2:32][CH2:33][CH2:34][CH2:35]1>>[C:1]([CH3:2])(=[O:3])[c:4]1[c:5]([C:22]#[N:23])[n:6][n:7](-[c:10]2[c:11]([Cl:21])[cH:12][c:13]([C:17]([F:18])([F:19])[F:20])[cH:14][c:15]2[Cl:16])[cH:8]1. Product: C(CCCCCCCCCCC)(=O)C=1C(=C(C(=CC1)C(C)C)OS(N)(=O)=O)C(C)C (sulfamic acid(dodecanoyl)-2,6-bis-(1-methylethyl)phenyl ester). As a reaction SMILES: [CH3:1][CH:2]([C:4]1C=CC=C(C(C)C)[C:5]=1[CH2:13][C:14]([C:16]1[C:17]([CH:30]([CH3:32])[CH3:31])=[C:18]([O:25][S:26](=[O:29])(=[O:28])[NH2:27])[C:19]([CH:22]([CH3:24])[CH3:23])=[CH:20][CH:21]=1)=[O:15])C.[CH:33]([C:36]1C=C[CH:39]=[C:38](C(C)C)[C:37]=1CC(Cl)=O)(C)[CH3:34].C(Cl)(=O)CCCCCCCCCCC>>[C:14]([C:16]1[C:17]([CH:30]([CH3:32])[CH3:31])=[C:18]([O:25][S:26](=[O:28])(=[O:29])[NH2:27])[C:19]([CH:22]([CH3:24])[CH3:23])=[CH:20][CH:21]=1)(=[O:15])[CH2:13][CH2:5][CH2:4][CH2:2][CH2:1][CH2:34][CH2:33][CH2:36][CH2:37][CH2:38][CH3:39]. Reported procedure: This compound was prepared in the same manner as for the title compound of Example 1, except that 2,6-diisopropylphenylacetyl chloride was replaced with dodecanoyl chloride; 1H NMR (DMSO-26):δ 7.09 (s, 3H), 3.65 (heptet, 2H), 2.05 (t, 2H), 1.48--1.15 (m, 18H); 1.10 (d, 6H), 0.86 (t, 3H) ppm. Reactants: CC(C)C1=C(C(=CC=C1)C(C)C)CC(=O)C=1C(=C(C(=CC1)C(C)C)OS(N)(=O)=O)C(C)C (Sulfamic acid[[2,6-bis(1-methylethyl)phenyl]-acetyl]-2,6-bis(1-methylethyl)phenyl ester), C(C)(C)C1=C(C(=CC=C1)C(C)C)CC(=O)Cl (2,6-diisopropylphenylacetyl chloride), C(CCCCCCCCCCC)(=O)Cl (dodecanoyl chloride). The reactants are NCC(=O)[C@H]1[C@@](O[C@@H]([C@H]([C@@H]1O)O)CO)(N(C(CCCCCCCCCCC)=O)CCCCCCCCCCCC)N (N-(2-glycyl-amino-2-deoxy-β-D-glucopyranosyl)-N-dodecyl-dodecanamide), C(=O)(OCC1=CC=CC=C1)N[C@@H](CC1=CC=CC=C1)C(=O)O (N-carbobenzoxy-L-phenylalanine), N (ammonia). The solvent is ClCCl.CO (dichloromethane methanol). Yields the product C(=O)(OCC1=CC=CC=C1)N[C@@H](CC1=CC=CC=C1)C(=O)NCC(=O)[C@H]1[C@@](O[C@@H]([C@H]([C@@H]1O)O)CO)(N(C(CCCCCCCCCCC)=O)CCCCCCCCCCCC)N (N-[2-(N-Carbobenzoxy-L-phenylalanyl-glycyl)-amino-2-deoxy-β-D-glucopyranosyl]-N-dodecyl-dodecanamide). Isolated yield 53.0%. As a reaction SMILES: [NH2:1][CH2:2][C:3]([C@@H:5]1[C@@H:10]([OH:11])[C@H:9]([OH:12])[C@@H:8]([CH2:13][OH:14])[O:7][C@@:6]1([NH2:41])[N:15]([CH2:29][CH2:30][CH2:31][CH2:32][CH2:33][CH2:34][CH2:35][CH2:36][CH2:37][CH2:38][CH2:39][CH3:40])[C:16](=[O:28])[CH2:17][CH2:18][CH2:19][CH2:20][CH2:21][CH2:22][CH2:23][CH2:24][CH2:25][CH2:26][CH3:27])=[O:4].[C:42]([NH:52][C@H:53]([C:61](O)=[O:62])[CH2:54][C:55]1[CH:60]=[CH:59][CH:58]=[CH:57][CH:56]=1)([O:44][CH2:45][C:46]1[CH:51]=[CH:50][CH:49]=[CH:48][CH:47]=1)=[O:43].N>ClCCl.CO>[C:42]([NH:52][C@H:53]([C:61]([NH:1][CH2:2][C:3]([C@@H:5]1[C@@H:10]([OH:11])[C@H:9]([OH:12])[C@@H:8]([CH2:13][OH:14])[O:7][C@@:6]1([NH2:41])[N:15]([CH2:29][CH2:30][CH2:31][CH2:32][CH2:33][CH2:34][CH2:35][CH2:36][CH2:37][CH2:38][CH2:39][CH3:40])[C:16](=[O:28])[CH2:17][CH2:18][CH2:19][CH2:20][CH2:21][CH2:22][CH2:23][CH2:24][CH2:25][CH2:26][CH3:27])=[O:4])=[O:62])[CH2:54][C:55]1[CH:60]=[CH:59][CH:58]=[CH:57][CH:56]=1)([O:44][CH2:45][C:46]1[CH:51]=[CH:50][CH:49]=[CH:48][CH:47]=1)=[O:43] |f:3.4|. Procedure: from N-(2-glycyl-amino-2-deoxy-β-D-glucopyranosyl)-N-dodecyl-dodecanamide and N-carbobenzoxy-L-phenylalanine. Yield 53%. Rf 0.29 (dichloromethane/methanol/conc. ammonia 15:1:0.1).